Dataset: the Open Reaction Database (ORD), a public repository of structured organic reaction records. Task: describe an organic reaction: reactants, conditions, products, and yield Starting materials: C(C=C)[C@@]1(C(N[C@@H]([C@H](C1)C1=CC(=CC=C1)Cl)C1=CC=C(C=C1)Cl)=O)C ((3S,5R,6S)-3-allyl-5-(3-chlorophenyl)-6-(4-chlorophenyl)-3-methylpiperidin-2-one), ClC1=NC=C(C=C1C)[N+](=O)[O-] (2-chloro-3-methyl-5-nitropyridine). Yields the product C(C=C)[C@@]1(C(N([C@@H]([C@H](C1)C1=CC(=CC=C1)Cl)C1=CC=C(C=C1)Cl)C1=NC=C(C=C1C)[N+](=O)[O-])=O)C ((3S,5R,6S)-3-allyl-5-(3-chlorophenyl)-6-(4-chlorophenyl)-3-methyl-1-(3-methyl-5-nitropyridin-2-yl)piperidin-2-one). As a reaction SMILES: [CH2:1]([C@@:4]1([CH3:25])[CH2:9][C@H:8]([C:10]2[CH:15]=[CH:14][CH:13]=[C:12]([Cl:16])[CH:11]=2)[C@@H:7]([C:17]2[CH:22]=[CH:21][C:20]([Cl:23])=[CH:19][CH:18]=2)[NH:6][C:5]1=[O:24])[CH:2]=[CH2:3].Cl[C:27]1[C:32]([CH3:33])=[CH:31][C:30]([N+:34]([O-:36])=[O:35])=[CH:29][N:28]=1>>[CH2:1]([C@@:4]1([CH3:25])[CH2:9][C@H:8]([C:10]2[CH:15]=[CH:14][CH:13]=[C:12]([Cl:16])[CH:11]=2)[C@@H:7]([C:17]2[CH:22]=[CH:21][C:20]([Cl:23])=[CH:19][CH:18]=2)[N:6]([C:27]2[C:32]([CH3:33])=[CH:31][C:30]([N+:34]([O-:36])=[O:35])=[CH:29][N:28]=2)[C:5]1=[O:24])[CH:2]=[CH2:3]. Reported procedure: The title compound was prepared from (3S,5R,6S)-3-allyl-5-(3-chlorophenyl)-6-(4-chlorophenyl)-3-methylpiperidin-2-one (Example 71, Step D) and 2-chloro-3-methyl-5-nitropyridine as described in Example 111, Step A to provide a light-yellow solid. Reactants: C1CCOC1, COCCCN1C(=O)COc2ccc(COC3CN(C(=O)OCc4ccccc4)CCC3c3ccc(O)cc3)cc21, CC(C)(C)OC(=O)NCCO, c1ccc(P(c2ccccc2)c2ccccc2)cc1. Yields the product COCCCN1C(=O)COc2ccc(COC3CN(C(=O)OCc4ccccc4)CCC3c3ccc(OCCNC(=O)OC(C)(C)C)cc3)cc21. RXN SMILES: [O:72]1[CH2:73][CH2:74][CH2:75][CH2:76]1.[OH:1][c:2]1[cH:3][cH:4][c:5]([CH:8]2[CH:9]([O:24][CH2:25][c:26]3[cH:27][cH:28][c:29]4[c:30]([cH:41]3)[N:31]([CH2:36][CH2:37][CH2:38][O:39][CH3:40])[C:32](=[O:35])[CH2:33][O:34]4)[CH2:10][N:11]([C:14](=[O:15])[O:16][CH2:17][c:18]3[cH:19][cH:20][cH:21][cH:22][cH:23]3)[CH2:12][CH2:13]2)[cH:6][cH:7]1.[OH:42][CH2:43][CH2:44][NH:45][C:46]([O:47][C:48]([CH3:49])([CH3:50])[CH3:51])=[O:52].[c:53]1([P:54]([c:55]2[cH:56][cH:57][cH:58][cH:59][cH:60]2)[c:61]2[cH:62][cH:63][cH:64][cH:65][cH:66]2)[cH:67][cH:68][cH:69][cH:70][cH:71]1>>[O:1]([c:2]1[cH:3][cH:4][c:5]([CH:8]2[CH:9]([O:24][CH2:25][c:26]3[cH:27][cH:28][c:29]4[c:30]([cH:41]3)[N:31]([CH2:36][CH2:37][CH2:38][O:39][CH3:40])[C:32](=[O:35])[CH2:33][O:34]4)[CH2:10][N:11]([C:14](=[O:15])[O:16][CH2:17][c:18]3[cH:19][cH:20][cH:21][cH:22][cH:23]3)[CH2:12][CH2:13]2)[cH:6][cH:7]1)[CH2:43][CH2:44][NH:45][C:46]([O:47][C:48]([CH3:49])([CH3:50])[CH3:51])=[O:52]. Starting materials: CC1=C(C=C(N)C=C1)B1OC(C(O1)(C)C)(C)C (4-Methyl-3-(4,4,5,5-tetramethyl-1,3,2-dioxaborolan-2-yl)aniline), CS(=O)(=O)Cl (methanesulfonyl chloride), 15b. Yields the product CC1=C(C=C(C=C1)NS(=O)(=O)C)B1OC(C(O1)(C)C)(C)C (N-(4-Methyl-3-(4,4,5,5-tetramethyl-1,3,2-dioxaborolan-2-yl)phenyl)methanesulfonamide). Isolated yield 84.2%. As a reaction SMILES: [CH3:1][C:2]1[CH:8]=[CH:7][C:5]([NH2:6])=[CH:4][C:3]=1[B:9]1[O:13][C:12]([CH3:15])([CH3:14])[C:11]([CH3:17])([CH3:16])[O:10]1.[CH3:18][S:19](Cl)(=[O:21])=[O:20]>>[CH3:1][C:2]1[CH:8]=[CH:7][C:5]([NH:6][S:19]([CH3:18])(=[O:21])=[O:20])=[CH:4][C:3]=1[B:9]1[O:10][C:11]([CH3:17])([CH3:16])[C:12]([CH3:15])([CH3:14])[O:13]1. Reported procedure: 4-Methyl-3-(4,4,5,5-tetramethyl-1,3,2-dioxaborolan-2-yl)aniline (500 mg, 2.14 mmol) was treated with methanesulfonyl chloride (162 μl, 2.10 mmol) according to the method described in Preparation 15b to give 550 mg (83% yield) of the title compound. Purity 98%. Starting materials: CCOCC (Et2O), C1(=CC=CC=C1)C (phenylmethane), CCN(C(C)C)C(C)C (DIEA), S(=O)(=O)(C(F)(F)F)OS(=O)(=O)C(F)(F)F (triflic anhydride), C(Cl)Cl (CH2Cl2). Conditions: temperature 0 celsius, time 10 minute. Product: FC(S(=O)(=O)OC1=CC(=CC=C1)CC1=CC=CC=C1)(F)F (((3-Benzyl)phenyl) trifluoromethanesulfonate). The yield is 83.0%. As a reaction SMILES: [C:1]1([CH3:7])[CH:6]=[CH:5][CH:4]=[CH:3][CH:2]=1.CCN([CH:14]([CH3:16])[CH3:15])C(C)C.[S:17]([O:24]S(C(F)(F)F)(=O)=O)([C:20]([F:23])([F:22])[F:21])(=[O:19])=[O:18].CCO[CH2:35][CH3:36].[CH2:37](Cl)Cl>>[F:21][C:20]([F:23])([F:22])[S:17]([O:24][C:3]1[CH:4]=[CH:5][CH:6]=[C:1]([CH2:7][C:15]2[CH:14]=[CH:16][CH:36]=[CH:35][CH:37]=2)[CH:2]=1)(=[O:19])=[O:18]. Procedure details: To a solution of 545 mg (2.9 mmol) of (3-hydroxyphenyl), phenylmethane (from Step A) and 0.62 mL (3.5 mmol) of DIEA in 6 mL of CH2Cl2 at −78° C. was added 0.5 mL (2.9 mmol) of triflic anhydride. After warming to 0° C. and stirring for 10 minutes, the reaction was poured into 100 mL of Et2O and washed with 100 mL of brine and 100 mL of NaHCO3. After separating phases, the organic layer was dried over MgSO4 and concentrated under reduced pressure. The residue was purified by flash chromatography e... Starting materials: crude acid, C1(=CC=CC=C1)C (toluene), C(C(=O)Cl)(=O)Cl (oxalyl chloride), N (ammonia). Run at time 4.5 hour. Yields the product C1(=CC=C(C=C1)C1=C(C(=O)N)C=CC=C1)C (2-(p-tolyl)benzamide). Yield: 84.0%. RXN SMILES: [C:1](Cl)(=[O:5])[C:2](Cl)=O.[NH3:7].[C:8]1([CH3:14])[CH:13]=[CH:12][CH:11]=[CH:10][CH:9]=1>>[C:8]1([CH3:14])[CH:13]=[CH:12][C:11]([C:12]2[CH:13]=[CH:8][CH:9]=[CH:10][C:2]=2[C:1]([NH2:7])=[O:5])=[CH:10][CH:9]=1. Procedure: A 542.5 g (2.4 mol) sample of methyl 2-(p-tolyl)benzoate (Chemo Dynamics Inc.) was dissolved in 5.5 L of ethanol and treated with 3 L (7.5 mol) of 2.5 N sodium hydroxide. The reaction was stirred overnight at ambient temperature and treated with an additional 480 ml (6.0 mol) of sodium hydroxide; stirring was continued for an additional 24 h and the ethanol removed in vacuo. The remaining solution was cooled in ice and acidified to pH 1 with hydrochloric acid which caused the product to precipit... The reactants are COCCN, COC(=O)CCCNC(=O)OCc1ccccc1, CCO. Product: COCCNC(=O)CCCNC(=O)OCc1ccccc1. RXN SMILES: [CH3:19][O:20][CH2:21][CH2:22][NH2:23].[CH3:1][O:2][C:3]([CH2:4][CH2:5][CH2:6][NH:7][C:8](=[O:9])[O:10][CH2:11][c:12]1[cH:13][cH:14][cH:15][cH:16][cH:17]1)=[O:18].[CH3:24][CH2:25][OH:26]>>[C:3]([CH2:4][CH2:5][CH2:6][NH:7][C:8](=[O:9])[O:10][CH2:11][c:12]1[cH:13][cH:14][cH:15][cH:16][cH:17]1)(=[O:18])[NH:23][CH2:22][CH2:21][O:20][CH3:19]. Product: BrC1=CC(=C(OCOCC[Si](C)(C)C)C=C1CC)F ([2-(4-Bromo-5-ethyl-2-fluoro-phenoxymethoxy)-ethyl]-trimethyl-silane). The reactants are BrC1=CC(=C(C=C1CC)O)F (4-bromo-5-ethyl-2-fluoro-phenol), CCN(C(C)C)C(C)C (DIPEA), C[Si](C)(C)CCOCCl (SEM-Cl). Reaction conditions: time 18 hour. Run in C(Cl)Cl (DCM). Isolated yield 86.1%. As a reaction SMILES: [Br:1][C:2]1[C:7]([CH2:8][CH3:9])=[CH:6][C:5]([OH:10])=[C:4]([F:11])[CH:3]=1.CCN(C(C)C)C(C)C.[CH3:21][Si:22]([CH2:25][CH2:26][O:27][CH2:28]Cl)([CH3:24])[CH3:23]>C(Cl)Cl>[Br:1][C:2]1[C:7]([CH2:8][CH3:9])=[CH:6][C:5]([O:10][CH2:28][O:27][CH2:26][CH2:25][Si:22]([CH3:24])([CH3:23])[CH3:21])=[C:4]([F:11])[CH:3]=1. Procedure details: To a solution of 4-bromo-5-ethyl-2-fluoro-phenol (Preparation 3, 80 g, 365 mmol) in DCM (1 L) was added DIPEA (70 mL, 401 mmol) and SEM-Cl (71 mL, 401 mmol). The resulting solution was stirred at room temperature for 18 hours. The reaction mixture was washed with water (1 L), dried over MgSO4 and concentrated in vacuo to yield the crude product. This material was purified by silica gel chromatography eluting with 30% DCM in heptane to give the title compound as a pale yellow oil (109.8 g, 86%).